This data is from the Open Reaction Database (ORD), a public repository of structured organic reaction records. The task is: describe an organic reaction: reactants, conditions, products, and yield The reactants are NC1=C(C=O)C=CC(=C1)Br (2-amino−4-bromobenzaldehyde), COCC(=O)CC1=CC=CC=C1 (1-methoxy-3-phenylacetone), [OH-].[K+] (potassium hydroxide), C(C)O (ethanol). Solvent: O (water). Run at temperature 100 celsius, time 4 hour. The product is C(C1=CC=CC=C1)C1=NC2=CC(=CC=C2C=C1OC)Br (2-Benzyl-7-bromo-3-methoxyquinoline). Isolated yield 68.3%. Reaction SMILES: [NH2:1][C:2]1[CH:9]=[C:8]([Br:10])[CH:7]=[CH:6][C:3]=1[CH:4]=O.[CH3:11][O:12][CH2:13][C:14]([CH2:16][C:17]1[CH:22]=[CH:21][CH:20]=[CH:19][CH:18]=1)=O.[OH-].[K+].C(O)C>O>[CH2:16]([C:14]1[C:13]([O:12][CH3:11])=[CH:4][C:3]2[C:2](=[CH:9][C:8]([Br:10])=[CH:7][CH:6]=2)[N:1]=1)[C:17]1[CH:22]=[CH:21][CH:20]=[CH:19][CH:18]=1 |f:2.3|. Reported procedure: A mixture of 3.3 g of 2-amino−4-bromobenzaldehyde, 3.3 g of 1-methoxy-3-phenylacetone, an aqueous potassium hydroxide solution (10 g of potassium hydroxide was dissolved in 10 ml of water) and 20 ml of ethanol was heated under stirring at 100° C. for 4 hours in a sealed tube. After cooling as it was, the reaction solution was poured into water and the mixture was extracted with diethyl ether. The organic phase was washed with brine and the solvent was removed. The residue was crystallized from h... Starting materials: IC1=NNC2=CC=C(C=C12)[N+](=O)[O-] (3-iodo-5-nitro-1H-indazole). Run in I (hydroiodic acid), CCOC(=O)C (EtOAc). Reaction conditions: temperature 90 celsius. Product: IC1=NNC2=CC=C(C=C12)N (3-iodo-1H-indazol-5-ylamine). RXN SMILES: [I:1][C:2]1[C:10]2[C:5](=[CH:6][CH:7]=[C:8]([N+:11]([O-])=O)[CH:9]=2)[NH:4][N:3]=1>I.CCOC(C)=O>[I:1][C:2]1[C:10]2[C:5](=[CH:6][CH:7]=[C:8]([NH2:11])[CH:9]=2)[NH:4][N:3]=1. Procedure details: A suspension of 3-iodo-5-nitro-1H-indazole (2.0 g, 6.92 mmol) in stabilized hydroiodic acid (57% wt aqueous solution, 21 mL) was heated at about 90° C. for about 2 hours. The reaction mixture became homogeneous as the reaction progressed. After cooling to ambient temperature, the dark purple mixture was diluted with EtOAc (500 mL) and washed successively with saturated aqueous sodium thiosulfate (200 mL), saturated aqueous NaHCO3 (200 mL) and brine (200 mL). The colorless organic layer was dried... Reactants: C1CCOC1, [Li]CCCC, CN1C(=O)CC(c2ccccc2)C1C=O, [Cl-], Fc1ccc(-c2cccs2)cc1, [NH4+]. The product is CN1C(=O)CC(c2ccccc2)C1C(O)c1ccc(-c2ccc(F)cc2)s1. As a reaction SMILES: [CH2:35]1[O:36][CH2:37][CH2:38][CH2:39]1.[CH3:13][CH2:14][CH2:15][CH2:16][Li:17].[CH:18](=[O:19])[CH:20]1[CH:21]([c:27]2[cH:28][cH:29][cH:30][cH:31][cH:32]2)[CH2:22][C:23](=[O:26])[N:24]1[CH3:25].[Cl-:33].[F:1][c:2]1[cH:3][cH:4][c:5](-[c:8]2[s:9][cH:10][cH:11][cH:12]2)[cH:6][cH:7]1.[NH4+:34]>>[F:1][c:2]1[cH:3][cH:4][c:5](-[c:8]2[s:9][c:10]([CH:18]([OH:19])[CH:20]3[CH:21]([c:27]4[cH:28][cH:29][cH:30][cH:31][cH:32]4)[CH2:22][C:23](=[O:26])[N:24]3[CH3:25])[cH:11][cH:12]2)[cH:6][cH:7]1. Starting materials: BrCc1ccccc1, COC(=O)C=Cc1ccc2c(c1)C(=O)NC1(CCN(C(=O)OC(C)(C)C)CC1)O2, [Cl-], [H-], [NH4+], [Na+], CN(C)C=O, O. Product: COC(=O)C=Cc1ccc2c(c1)C(=O)N(Cc1ccccc1)C1(CCN(C(=O)OC(C)(C)C)CC1)O2. RXN SMILES: [Br:32][CH2:33][c:34]1[cH:35][cH:36][cH:37][cH:38][cH:39]1.[CH3:1][O:2][C:3]([CH:4]=[CH:5][c:6]1[cH:7][cH:8][c:9]2[c:10]([cH:28]1)[C:11](=[O:27])[NH:12][C:13]1([O:14]2)[CH2:15][CH2:16][N:17]([C:20](=[O:21])[O:22][C:23]([CH3:24])([CH3:25])[CH3:26])[CH2:18][CH2:19]1)=[O:29].[Cl-:40].[H-:31].[NH4+:41].[Na+:30].[O:42]=[CH:43][N:44]([CH3:45])[CH3:46].[OH2:47]>>[CH3:1][O:2][C:3]([CH:4]=[CH:5][c:6]1[cH:7][cH:8][c:9]2[c:10]([cH:28]1)[C:11](=[O:27])[N:12]([CH2:33][c:34]1[cH:35][cH:36][cH:37][cH:38][cH:39]1)[C:13]1([O:14]2)[CH2:15][CH2:16][N:17]([C:20](=[O:21])[O:22][C:23]([CH3:24])([CH3:25])[CH3:26])[CH2:18][CH2:19]1)=[O:29].